The task is: describe an organic reaction: reactants, conditions, products, and yield. This data is from the Open Reaction Database (ORD), a public repository of structured organic reaction records. Reactants: C(C)OC(=O)C1=C2CC=C3N=C4N(C=CC=C4)C3=C2CCC1=O (3-Oxo-1,2,3,5-tetrahydronaphtho[2′,1′:4,5]imidazo[1,2-a]pyridine-4-carboxylic acid ethyl ester), C(C)OC(CCN1C(=NC2=C1C1=CC=CC=C1C=C2)CC(=O)OCC)=O (3-[2-(Ethoxycarbonylmethyl)naphtho[2,1-d]imidazol-1-yl)propionic acid ethyl ester), C(C)OC(CCN1C(=NC2=C1C=C1C=CC=CC1=C2)CC(=O)OCC)=O (3-(2-Ethoxycarbonylmethylnaphtho[2,3-d]imidazol-1-yl) propionic acid ethyl ester), C(C)OC(=O)C1=C2N(CCC1=O)C1=C(N2)C=C2C=CC=CC2=C1 (3-Oxo-1,2,3,5-tetrahydronaphtho[2′,3′:4,5]imidazo[1,2-a]pyridine-4-carboxylic acid ethyl ester). Product: NC1=C(C=CC2=CC=CC=C12)N (1,2-Diaminonaphthalene). RXN SMILES: C(OC([C:6]1[C:22](=O)[CH2:21][CH2:20][C:19]2[C:7]=1[CH2:8][CH:9]=[C:10]1[C:18]=2[N:13]2C=CC=CC2=[N:11]1)=O)C.C(OC(=O)CCN1C2C=C3C(=CC=2N=C1CC(OCC)=O)C=CC=C3)C.C(OC(C1C(=O)CCN2C3C=C4C(C=CC=C4)=CC=3NC=12)=O)C.C(OC(=O)CCN1C2C3C(C=CC=2N=C1CC(OCC)=O)=CC=CC=3)C>>[NH2:13][C:18]1[C:19]2[C:7](=[CH:6][CH:22]=[CH:21][CH:20]=2)[CH:8]=[CH:9][C:10]=1[NH2:11]. Reported procedure: 3-Oxo-1,2,3,5-tetrahydronaphtho[2′,1′:4,5]imidazo[1,2-a]pyridine-4-carboxylic acid ethyl ester (X) In a manner similar to the conversion of III to IV, compound IX (1.75 g, 4.94 mmol) was converted to X, 1.18 g (78%): MS m/z 309 (MH+); 1H NMR (DMSO-d6) δ 1.27 (t, 3H), 2.69 (t, 2H), 4.22 (q, 2H), 4.85 (t, 2H), 7.53 (dd, 1H), 7.64 (dd, 1H), 7.82 (d, 1H), 7.87 (d, 1H), 8.06 (d, 1H), 8.49 (d, 1H) and 12.64 (br s, 1H). Starting materials: CCn1c(=O)c(-c2cc(NC(=O)Nc3ccccc3)c(F)cc2F)cc2cnc(N(C(C)=O)C(C)=O)cc21, CO, [K+], [K+], O=C([O-])[O-], O. The product is CCn1c(=O)c(-c2cc(NC(=O)Nc3ccccc3)c(F)cc2F)cc2cnc(NC(C)=O)cc21. As a reaction SMILES: [C:1]([CH3:2])(=[O:3])[N:4]([C:5](=[O:6])[CH3:7])[c:8]1[n:9][cH:10][c:11]2[cH:12][c:13](-[c:21]3[c:22]([F:38])[cH:23][c:24]([F:37])[c:25]([NH:27][C:28](=[O:29])[NH:30][c:31]4[cH:32][cH:33][cH:34][cH:35][cH:36]4)[cH:26]3)[c:14](=[O:20])[n:15]([CH2:18][CH3:19])[c:16]2[cH:17]1.[CH3:46][OH:47].[K+:39].[K+:40].[O-:41][C:42]([O-:43])=[O:44].[OH2:45]>>[C:1]([CH3:2])(=[O:3])[NH:4][c:8]1[n:9][cH:10][c:11]2[cH:12][c:13](-[c:21]3[c:22]([F:38])[cH:23][c:24]([F:37])[c:25]([NH:27][C:28](=[O:29])[NH:30][c:31]4[cH:32][cH:33][cH:34][cH:35][cH:36]4)[cH:26]3)[c:14](=[O:20])[n:15]([CH2:18][CH3:19])[c:16]2[cH:17]1. Reactants: P(O)(O)(O)=O (orthophosphoric acid), CC1(OC(C2=C(O1)C=CC=C2OS(=O)(=O)C(F)(F)F)=O)C (2,2-dimethyl-5-trifluoromethylsulfonyloxy-4H-(1,3)benzodioxin-4-one), P(=O)([O-])([O-])[O-].[K+].[K+].[K+] (potassium phosphate), C1(=CC=CC=C1)B(OC(C)C)OC(C)C (diisopropyl phenylboronate). The reagents and catalysts are C=1C=CC(=CC1)[P](C=2C=CC=CC2)(C=3C=CC=CC3)[Pd]([P](C=4C=CC=CC4)(C=5C=CC=CC5)C=6C=CC=CC6)([P](C=7C=CC=CC7)(C=8C=CC=CC8)C=9C=CC=CC9)[P](C=1C=CC=CC1)(C=1C=CC=CC1)C=1C=CC=CC1 (tetrakistriphenylphosphinepalladium). Run in O (water), CN(C=O)C (dimethylformamide). Conditions: temperature 100 celsius. Yields the product CC1(OC(C2=C(O1)C=CC=C2C2=CC=CC=C2)=O)C (2,2-Dimethyl-5-phenyl-4H-(1,3)benzodioxin-4-one). The yield is 56.8%. RXN SMILES: [CH3:1][C:2]1([CH3:21])[O:7][C:6]2[CH:8]=[CH:9][CH:10]=[C:11](OS(C(F)(F)F)(=O)=O)[C:5]=2[C:4](=[O:20])[O:3]1.P([O-])([O-])([O-])=O.[K+].[K+].[K+].[C:30]1(B(OC(C)C)OC(C)C)[CH:35]=[CH:34][CH:33]=[CH:32][CH:31]=1.P(=O)(O)(O)O>CN(C)C=O.C1C=CC([P]([Pd]([P](C2C=CC=CC=2)(C2C=CC=CC=2)C2C=CC=CC=2)([P](C2C=CC=CC=2)(C2C=CC=CC=2)C2C=CC=CC=2)[P](C2C=CC=CC=2)(C2C=CC=CC=2)C2C=CC=CC=2)(C2C=CC=CC=2)C2C=CC=CC=2)=CC=1.O>[CH3:1][C:2]1([CH3:21])[O:7][C:6]2[CH:8]=[CH:9][CH:10]=[C:11]([C:30]3[CH:35]=[CH:34][CH:33]=[CH:32][CH:31]=3)[C:5]=2[C:4](=[O:20])[O:3]1 |f:1.2.3.4,^1:58,60,79,98|. Procedure: 0.23 g (0.2 mmol) of tetrakistriphenylphosphinepalladium is added under nitrogen to a solution of 2.93 g (9 mmol) of 2,2-dimethyl-5-trifluoromethylsulfonyloxy-4H-(1,3)benzodioxin-4-one in 50 ml of dimethylformamide, the mixture is stirred for a few minutes and 2.97 g (14 mmol) of potassium phosphate and 2.04 g (9.9 mmol) of diisopropyl phenylboronate are then added. The mixture is heated to 100° C. until conversion is complete (about 16 h). After cooling, the reaction solution is poured into a m... Procedure: With the exclusion of moisture, 261 mg (1.00 mmol) of 3-amino-4-(3-chlorophenylamino)-1H-pyrazolo[3,4-d]pyrimidine (see Step 1.6) are dissolved in 2.5 ml of dioxane and 1 ml of DMEU; 202 mg (1.1 mmol) of 4-chloro-2-methyl-phenyl isothiocyanate (Maybridge) are added and the reaction mixture is stirred overnight at RT and finally for 16 hours at 60° C. Working-up analogously to Example 66 and stirring in DMSO/ethyl acetate yield 3-[(4-chloro-2-methyl-phenyl-amino)-thiocarbonyl-amino]-4-(3-chloro-p... RXN SMILES: [NH2:1][C:2]1[C:10]2[C:5](=[N:6][CH:7]=[N:8][C:9]=2[NH:11][C:12]2[CH:17]=[CH:16][CH:15]=[C:14]([Cl:18])[CH:13]=2)[NH:4][N:3]=1.[Cl:19][C:20]1[CH:25]=[CH:24][C:23]([N:26]=[C:27]=[S:28])=[C:22]([CH3:29])[CH:21]=1>O1CCOCC1.CN1C(=O)N(C)CC1.CS(C)=O.C(OCC)(=O)C>[Cl:19][C:20]1[CH:25]=[CH:24][C:23]([NH:26][C:27]([NH:1][C:2]2[C:10]3[C:5](=[N:6][CH:7]=[N:8][C:9]=3[NH:11][C:12]3[CH:17]=[CH:16][CH:15]=[C:14]([Cl:18])[CH:13]=3)[NH:4][N:3]=2)=[S:28])=[C:22]([CH3:29])[CH:21]=1 |f:4.5|. Run in O1CCOCC1 (dioxane), CN1CCN(C1=O)C (DMEU), CS(=O)C.C(C)(=O)OCC (DMSO ethyl acetate). Reaction conditions: temperature 60 celsius, time 16 hour. Reactants: NC1=NNC2=NC=NC(=C21)NC2=CC(=CC=C2)Cl (3-amino-4-(3-chlorophenylamino)-1H-pyrazolo[3,4-d]pyrimidine), ClC1=CC(=C(C=C1)N=C=S)C (4-chloro-2-methyl-phenyl isothiocyanate). Product: ClC1=CC(=C(C=C1)NC(=S)NC1=NNC2=NC=NC(=C21)NC2=CC(=CC=C2)Cl)C (3-[(4-chloro-2-methyl-phenyl-amino)-thiocarbonyl-amino]-4-(3-chloro-phenylamino)-1H-pyrazolo[3,4-d]pyrimidine).